From a dataset of the Open Reaction Database (ORD), a public repository of structured organic reaction records. describe an organic reaction: reactants, conditions, products, and yield Starting materials: steel, COC(=O)C1=NC=C(N=C1)F (5-fluoro-pyrazine-2-carboxylic acid methyl ester), N (ammonia). Run in C(C)OCC (diethyl ether), O1CCCC1 (tetrahydrofuran). Reaction conditions: temperature 0 celsius. The product is COC(=O)C1=NC=C(N=C1)N (5-amino-pyrazine-2-carboxylic acid methyl ester). Isolated yield 99.0%. As a reaction SMILES: [CH3:1][O:2][C:3]([C:5]1[CH:10]=[N:9][C:8](F)=[CH:7][N:6]=1)=[O:4].[NH3:12]>O1CCCC1.C(OCC)C>[CH3:1][O:2][C:3]([C:5]1[CH:10]=[N:9][C:8]([NH2:12])=[CH:7][N:6]=1)=[O:4]. Procedure details: A large steel reaction vessel was charged with a solution of 5-fluoro-pyrazine-2-carboxylic acid methyl ester (17.45 g, 111.78 mmol) in tetrahydrofuran (200 mL). The reaction solution was cooled to 0° C. and was saturated with ammonia gas over 2–3 h. The vessel was then tightly sealed. The reaction was then mechanically agitated and allowed to warm to 25° C. overnight. The vessel was then cooled to −78° C. for 15–20 min, the vessel was carefully vented, and the contents of the vessel were dilute... The reactants are [N+](=O)([O-])C1=CC=C(COC(=O)C=2N=C(SC2)N2CC(C2)OS(=O)(=O)C)C=C1 (1-(4-p-nitrobenzyloxycarbonyl-1,3-thiazol-2-yl)-3-methanesulfonyloxyazetidine), C(C)(=S)[O-].[K+] (potassium thioacetate). Run in CN(C=O)C (dimethylformamide). Reaction conditions: temperature 90 celsius, time 4 hour. Yields the product C(C)(=O)SC1CN(C1)C=1SC=C(N1)C(=O)OCC1=CC=C(C=C1)[N+](=O)[O-] (3-acetylthio-1-(4-p-nitrobenzyloxycarbonyl-1,3-thiazol-2-yl)azetidine). Yield: 10.0%. Reaction SMILES: [N+:1]([C:4]1[CH:27]=[CH:26][C:7]([CH2:8][O:9][C:10]([C:12]2[N:13]=[C:14]([N:17]3[CH2:20][CH:19](OS(C)(=O)=O)[CH2:18]3)[S:15][CH:16]=2)=[O:11])=[CH:6][CH:5]=1)([O-:3])=[O:2].[C:28]([O-:31])(=[S:30])[CH3:29].[K+]>CN(C)C=O>[C:28]([S:30][CH:19]1[CH2:20][N:17]([C:14]2[S:15][CH:16]=[C:12]([C:10]([O:9][CH2:8][C:7]3[CH:26]=[CH:27][C:4]([N+:1]([O-:3])=[O:2])=[CH:5][CH:6]=3)=[O:11])[N:13]=2)[CH2:18]1)(=[O:31])[CH3:29] |f:1.2|. Reported procedure: To a solution of 1-(4-p-nitrobenzyloxycarbonyl-1,3-thiazol-2-yl)-3-methanesulfonyloxyazetidine (776 mg, 1.88 mmol) (obtained as described in Reference Example 2(7)) in dimethylformamide (35 ml) was added potassium thioacetate (860 mg, 7.53 mmol) at room temperature. The mixture was stirred in an oil bath (90° C.) for 4 hours. After checking the completion of the reaction, the reaction mixture was partitioned between ethyl acetate and saturated aqueous sodium hydrogencarbonate solution. The organ... Yields the product [NH4+].[OH-] (NH4OH), C(C1=CC=CC=C1)=C1C(C[C@]2(CCN(C[C@@H]2C1)C)C1=CC(=CC=C1)OC)=O ((±)-trans-7-Benzylidene-1,2,3,4,4a,5,6,7,8,8a-decahydro4a-(3-methoxyphenyl)-2-methyl-6-isoquinolinone). Isolated yield 66.0%. Conditions: temperature 10 celsius. Reactants: COC=1C=C(C=CC1)[C@@]12CCN(C[C@@H]2CCC(C1)=O)C ((±)-trans-1,2,3,4,4a,5,6,7,8,8a-decahydro4a-(3-methoxyphenyl)-2-methyl-6-isoquinolinone), C(C1=CC=CC=C1)=O (benzaldehyde), CC(C)(C)[O-].[K+] (t-BuOK). Solvent: C1CCOC1 (THF), C1CCOC1 (THF), C1CCOC1 (THF). RXN SMILES: CC([O-:5])(C)C.[K+].[CH3:7][O:8][C:9]1[CH:10]=[C:11]([C@@:15]23[CH2:24][C:23](=[O:25])[CH2:22][CH2:21][C@H:20]2[CH2:19][N:18]([CH3:26])[CH2:17][CH2:16]3)[CH:12]=[CH:13][CH:14]=1.[CH:27](=O)[C:28]1[CH:33]=[CH:32][CH:31]=[CH:30][CH:29]=1>C1COCC1>[NH4+:18].[OH-:5].[CH:27](=[C:22]1[CH2:21][C@@H:20]2[C@:15]([C:11]3[CH:12]=[CH:13][CH:14]=[C:9]([O:8][CH3:7])[CH:10]=3)([CH2:16][CH2:17][N:18]([CH3:26])[CH2:19]2)[CH2:24][C:23]1=[O:25])[C:28]1[CH:33]=[CH:32][CH:31]=[CH:30][CH:29]=1 |f:0.1,5.6|. Procedure: 0.96 g (8.6 mmol) of t-BuOK were suspended in 100 ml of dry THF under a nitrogen atmosphere, and 1.95 g (7.13 mmol) of (±)-trans-1,2,3,4,4a,5,6,7,8,8a-decahydro4a-(3-methoxyphenyl)-2-methyl-6-isoquinolinone dissolved in 50 ml of dry THF were added at -10° C. The temperature was allowed to warm to 10° C. in 1 h, then the reaction mixture was cooled to -10° C. and 0.87 ml (8.6 mmol) of benzaldehyde dissolved in 25 ml of dry THF were added. The reaction mixture was allowed to warm to room temperatu...